From a dataset of the Open Reaction Database (ORD), a public repository of structured organic reaction records. describe an organic reaction: reactants, conditions, products, and yield The reactants are [Na+].[I-] (NaI), C(=O)([O-])[O-].[K+].[K+] (K2CO3), COC(CNS(=O)(=O)C1=CC=C(C=C1)C)=O ((toluene-4-sulfonylamino)-acetic acid methyl ester), O (water), oil, CN(C)C=O (DMF). Reaction conditions: time 24 hour. The product is COC(C1=C(C(=CC=C1)I)CN(S(=O)(=O)C1=CC=C(C=C1)C)CC(=O)OC)=O (3-Iodo-2-{[methoxycarbonylmethyl-(toluene-4-sulfonyl)-amino]-methyl}-benzoic acid methyl ester). Reaction SMILES: [Na+].[I-:2].[C:3]([O-:6])([O-])=O.[K+].[K+].[CH3:9][O:10][C:11](=[O:24])[CH2:12][NH:13][S:14]([C:17]1[CH:22]=[CH:21][C:20]([CH3:23])=[CH:19][CH:18]=1)(=[O:16])=[O:15].O.CN([CH:29]=[O:30])C>>[CH3:3][O:6][C:29](=[O:30])[C:19]1[CH:18]=[CH:17][CH:22]=[C:21]([I:2])[C:20]=1[CH2:23][N:13]([CH2:12][C:11]([O:10][CH3:9])=[O:24])[S:14]([C:17]1[CH:22]=[CH:21][C:20]([CH3:23])=[CH:19][CH:18]=1)(=[O:16])=[O:15] |f:0.1,2.3.4|. Procedure: A mixture of 3-iodo-2-methyl-benzoic acid methyl ester (75 mmol, 20.7 g), N-bromosuccinimide (76.6 mmol, 13.8 g), benzoyl peroxide (890 mg), and CCl4 (300 mL) was refluxed with stirring for 15 h. After cooling to ambient temperature the mixture was filtered and the filtrate was concentrated in vacuo to give the title compound as a tan oil. The oil (26.3 g) was dissolved in dry DMF (75 mL). NaI (22.4 g), K2CO3 (20.5 g), and (toluene-4-sulfonylamino)-acetic acid methyl ester (19 g) were added and ... Starting materials: C(=O)C1=CC=C(C(=O)Cl)C=C1 (p-formylbenzoyl chloride), C(C(=C)C)(=O)OCC (ethyl methacrylate). The product is C(=O)C1=CC=C(C=C(C(=O)OCC)C)C=C1 (ethyl p-formyl-α-methylcinnamate). Isolated yield 29.4%. As a reaction SMILES: [CH:1]([C:3]1[CH:11]=[CH:10][C:6]([C:7](Cl)=[O:8])=[CH:5][CH:4]=1)=O.[C:12]([O:17][CH2:18][CH3:19])(=[O:16])[C:13](C)=[CH2:14]>>[CH:7]([C:6]1[CH:10]=[CH:11][C:3]([CH:1]=[C:13]([CH3:14])[C:12]([O:17][CH2:18][CH3:19])=[O:16])=[CH:4][CH:5]=1)=[O:8]. Procedure details: The procedure described in Example 28 is repeated, except that 8.23 g (0.05 mol) of p-formylbenzoyl chloride and 7.13 g (0.0625 mol) of ethyl methacrylate are used. After a reaction time of 2 hours at 120° C., 3.2 g (0.0147 mol) of ethyl p-formyl-α-methylcinnamate are obtained, corresponding to a yield of 29.4% of theory; boiling point 127°-131° C./7 Pa.